From a dataset of the Open Reaction Database (ORD), a public repository of structured organic reaction records. describe an organic reaction: reactants, conditions, products, and yield Reactants: CC1(OCc2ccccc2)CCc2[nH]cc3c(=O)n(-c4ccc(Cl)cc4)nc-3c2C1, CCO, CN(C)C=O. Product: CC1(O)CCc2[nH]cc3c(=O)n(-c4ccc(Cl)cc4)nc-3c2C1. RXN SMILES: [CH2:1]([c:2]1[cH:3][cH:4][cH:5][cH:6][cH:7]1)[O:8][C:9]1([CH3:30])[CH2:10][c:11]2[c:12]3[n:21][n:20](-[c:22]4[cH:23][cH:24][c:25]([Cl:28])[cH:26][cH:27]4)[c:19](=[O:29])[c:13]-3[cH:14][nH:15][c:16]2[CH2:17][CH2:18]1.[CH3:36][CH2:37][OH:38].[O:31]=[CH:32][N:33]([CH3:34])[CH3:35]>>[OH:8][C:9]1([CH3:30])[CH2:10][c:11]2[c:12]3[n:21][n:20](-[c:22]4[cH:23][cH:24][c:25]([Cl:28])[cH:26][cH:27]4)[c:19](=[O:29])[c:13]-3[cH:14][nH:15][c:16]2[CH2:17][CH2:18]1. Starting materials: O (Water), BrC1=CC=C2C(=N1)N(C(=N2)C)CC2=C(C=C(C=C2)C(=O)O)Cl (5-bromo-3-(2-chloro-4-carboxybenzyl)-2-methyl-3H-imidazo[4,5-b]pyridine), C([O-])([O-])=O.[K+].[K+] (potassium carbonate), C(C)(C)I (isopropyl iodide). Solvent: C(C)(=O)OCC (ethyl acetate), CN(C=O)C (N,N-dimethylformamide). Conditions: time 24 hour. Yields the product BrC1=CC=C2C(=N1)N(C(=N2)C)CC2=C(C=C(C=C2)C(=O)OC(C)C)Cl (5-Bromo-3-(2-chloro-4-(isopropoxylcarbonyl)benzyl)-2-methyl-3H-imidazo[4,5-b]pyridine). Yield: 88.7%. RXN SMILES: [Br:1][C:2]1[N:7]=[C:6]2[N:8]([CH2:12][C:13]3[CH:18]=[CH:17][C:16]([C:19]([OH:21])=[O:20])=[CH:15][C:14]=3[Cl:22])[C:9]([CH3:11])=[N:10][C:5]2=[CH:4][CH:3]=1.C(=O)([O-])[O-].[K+].[K+].[CH:29](I)([CH3:31])[CH3:30].O>CN(C)C=O.C(OCC)(=O)C>[Br:1][C:2]1[N:7]=[C:6]2[N:8]([CH2:12][C:13]3[CH:18]=[CH:17][C:16]([C:19]([O:21][CH:29]([CH3:31])[CH3:30])=[O:20])=[CH:15][C:14]=3[Cl:22])[C:9]([CH3:11])=[N:10][C:5]2=[CH:4][CH:3]=1 |f:1.2.3|. Procedure: To a solution of 5-bromo-3-(2-chloro-4-carboxybenzyl)-2-methyl-3H-imidazo[4,5-b]pyridine (400 mg) in N,N-dimethylformamide (4 ml) were successively added potassium carbonate (218 mg) and isopropyl iodide (197 mg), and the mixture was stirred at room temperature for 24 hr. Water and ethyl acetate were added for partitioning. The organic layer was successively washed with water and saturated brine, dried over anhydrous magnesium sulfate and concentrated under reduced pressure. Hexane was added to ... Starting materials: CC(=O)O[BH-](OC(C)=O)OC(C)=O, C=O, CC1CNCCN1c1nccnc1OCCOc1cccnc1OCCN(C)C, ClCCCl, [Na+], [Na+], [OH-], O. Product: CC1CN(C)CCN1c1nccnc1OCCOc1cccnc1OCCN(C)C. Reaction SMILES: [C:30]([O:31][BH-:32]([O:33][C:34](=[O:35])[CH3:36])[O:37][C:38](=[O:39])[CH3:40])(=[O:41])[CH3:42].[CH2:44]=[O:45].[CH3:1][N:2]([CH2:3][CH2:4][O:5][c:6]1[n:7][cH:8][cH:9][cH:10][c:11]1[O:12][CH2:13][CH2:14][O:15][c:16]1[n:17][cH:18][cH:19][n:20][c:21]1[N:22]1[CH:23]([CH3:28])[CH2:24][NH:25][CH2:26][CH2:27]1)[CH3:29].[Cl:48][CH2:49][CH2:50][Cl:51].[Na+:43].[Na+:47].[OH-:46].[OH2:52]>>[CH3:1][N:2]([CH2:3][CH2:4][O:5][c:6]1[n:7][cH:8][cH:9][cH:10][c:11]1[O:12][CH2:13][CH2:14][O:15][c:16]1[n:17][cH:18][cH:19][n:20][c:21]1[N:22]1[CH:23]([CH3:28])[CH2:24][N:25]([CH3:30])[CH2:26][CH2:27]1)[CH3:29]. Yields the product C1(CC1)C=1N=CN(C1)C=1C=CC(=C(C(=O)OC(C)C)C1)F (isopropyl 5-(4-cyclopropyl-1H-imidazol-1-yl)-2-fluorobenzoate). Reactants: C1(CC1)C=1N=C(N(C1)C=1C=CC(=C(C(=O)OC(C)C)C1)F)S (Isopropyl 5-(4-cyclopropyl-2-mercapto-1H-imidazol-1-yl)-2-fluorobenzoate), [N+](=O)(O)[O-] (nitric acid). Reported procedure: Isopropyl 5-(4-cyclopropyl-2-mercapto-1H-imidazol-1-yl)-2-fluorobenzoate (0.776 g, 2.43 mmol) was suspended in a water (16 ml) and fuming nitric acid (4 ml) mixture. The mixture was stirred under nitrogen at 100° C. while monitoring by LC/MS. When the reaction was complete heat was removed and ammonium hydroxide was added to bring the pH to neutral. The solvent was removed under reduced pressure and the residue purified by column chromatography to afford isopropyl 5-(4-cyclopropyl-1H-imidazol-1-... Run at temperature 100 celsius. Run in O (water). Reaction SMILES: [CH:1]1([C:4]2[N:5]=[C:6](S)[N:7]([C:9]3[CH:10]=[CH:11][C:12]([F:21])=[C:13]([CH:20]=3)[C:14]([O:16][CH:17]([CH3:19])[CH3:18])=[O:15])[CH:8]=2)[CH2:3][CH2:2]1.[N+]([O-])(O)=O>O>[CH:1]1([C:4]2[N:5]=[CH:6][N:7]([C:9]3[CH:10]=[CH:11][C:12]([F:21])=[C:13]([CH:20]=3)[C:14]([O:16][CH:17]([CH3:18])[CH3:19])=[O:15])[CH:8]=2)[CH2:2][CH2:3]1. Isolated yield 44.0%. Reactants: CCOC(=O)Cc1ccc(S(=O)(=O)N2CCN(C)CC2)cc1, C1CCOC1, CC(C)[N-]C(C)C, ICC1CCCC1, [Li+]. The product is CCOC(=O)C(CC1CCCC1)c1ccc(S(=O)(=O)N2CCN(C)CC2)cc1. Reaction SMILES: [CH2:1]([CH3:2])[O:3][C:4]([CH2:5][c:6]1[cH:7][cH:8][c:9]([S:12](=[O:13])(=[O:14])[N:15]2[CH2:16][CH2:17][N:18]([CH3:21])[CH2:19][CH2:20]2)[cH:10][cH:11]1)=[O:22].[CH2:38]1[O:39][CH2:40][CH2:41][CH2:42]1.[CH3:24][CH:25]([N-:26][CH:27]([CH3:28])[CH3:29])[CH3:30].[I:31][CH2:32][CH:33]1[CH2:34][CH2:35][CH2:36][CH2:37]1.[Li+:23]>>[CH2:1]([CH3:2])[O:3][C:4]([CH:5]([c:6]1[cH:7][cH:8][c:9]([S:12](=[O:13])(=[O:14])[N:15]2[CH2:16][CH2:17][N:18]([CH3:21])[CH2:19][CH2:20]2)[cH:10][cH:11]1)[CH2:32][CH:33]1[CH2:34][CH2:35][CH2:36][CH2:37]1)=[O:22]. Reactants: O=C(OC(Cl)(Cl)Cl)Cl (diphosgene), methyl ester, N[C@@H](CC(C)C)C(=O)O (leucine), C (charcoal). Solvent: O1CCOCC1 (dioxane). Yields the product [N-]=C=O.COC([C@@H](N)CC(C)C)=O (leucine methyl ester isocyanate). As a reaction SMILES: O=[C:2](Cl)[O:3][C:4](Cl)(Cl)Cl.[NH2:9][C@H:10]([C:15]([OH:17])=[O:16])[CH2:11][CH:12]([CH3:14])[CH3:13].C>O1CCOCC1>[N-:9]=[C:4]=[O:3].[CH3:2][O:16][C:15](=[O:17])[C@H:10]([CH2:11][CH:12]([CH3:14])[CH3:13])[NH2:9] |f:4.5|. Procedure: 0.35 mol diphosgene is added dropwise over 1 hour to a mixture of 0.28 mol of the methyl ester of leucine and 0.4 g activated charcoal in 400 mL dioxane under N2. The reaction mixture is then heated and stirred at reflux for 21/2 hours. The reaction mixture is then cooled, filtered, and concentrated to dryness by rotary evaporator, keeping exposure to moisture to a minimum. The crude product is re-dissolved in 100 mL THF, and the pH of the solution is adjusted to 5.5-6.0 by addition of pyridine.... The reactants are O (water), OC=1C(=C(C(=O)O)C=CC1)[N+](=O)[O-] (3-hydroxy-2-nitrobenzoic acid), C([O-])([O-])=O.[K+].[K+] (potassium carbonate), C(C1=CC=CC=C1)Br (benzyl bromide). Run in CN(C=O)C (dimethylformamide). Procedure: To a suspension of 3-hydroxy-2-nitrobenzoic acid (500 mg) and potassium carbonate (1.13 g) in dimethylformamide (5 ml) was added benzyl bromide (1.12 g) at ambient temperature, and the mixture was stirred overnight. To the reaction mixture-was added water, and extracted with ethyl acetate twice. The organic layers were combined, wished with water and brine, dried over magnesium sulfate and evaporated in vacuo. The residue was purified by silica gel flash chromatography (hexane—ethyl acetate) and... Reaction SMILES: [OH:1][C:2]1[C:3]([N+:11]([O-:13])=[O:12])=[C:4]([CH:8]=[CH:9][CH:10]=1)[C:5]([OH:7])=[O:6].C(=O)([O-])[O-].[K+].[K+].[CH2:20](Br)[C:21]1[CH:26]=[CH:25][CH:24]=[CH:23][CH:22]=1.O>CN(C)C=O>[CH2:20]([O:1][C:2]1[C:3]([N+:11]([O-:13])=[O:12])=[C:4]([CH:8]=[CH:9][CH:10]=1)[C:5]([O:7][CH2:5][C:4]1[CH:8]=[CH:9][CH:10]=[CH:2][CH:3]=1)=[O:6])[C:21]1[CH:26]=[CH:25][CH:24]=[CH:23][CH:22]=1 |f:1.2.3|. Reaction conditions: time 8 hour. The yield is 136.3%. Yields the product C(C1=CC=CC=C1)OC=1C(=C(C(=O)OCC2=CC=CC=C2)C=CC1)[N+](=O)[O-] (benzyl 3-benzyloxy-2-nitrobenzoate).